This data is from the Open Reaction Database (ORD), a public repository of structured organic reaction records. The task is: describe an organic reaction: reactants, conditions, products, and yield Reactants: CBr.C1(=CC=CC=C1)[PH+](C1=CC=CC=C1)C1=CC=CC=C1 (triphenylphosphonium methyl bromide), CC(C)([O-])C.[K+] (potassium t-butoxide), C(=O)C=1C(=CC(=NC1C)N)C (5-formyl4,6-dimethyl-2-aminopyridine). Solvent: C1CCOC1 (THF). Conditions: time 1 hour. Product: CC1=CC(=NC(=C1C=C)C)N (4,6-Dimethyl-5-ethenyl-2-aminopyridine). As a reaction SMILES: CBr.[C:3]1([PH+](C2C=CC=CC=2)C2C=CC=CC=2)C=CC=CC=1.CC(C)([O-])C.[K+].[CH:28]([C:30]1[C:31]([CH3:38])=[CH:32][C:33]([NH2:37])=[N:34][C:35]=1[CH3:36])=O>C1COCC1>[CH3:38][C:31]1[C:30]([CH:28]=[CH2:3])=[C:35]([CH3:36])[N:34]=[C:33]([NH2:37])[CH:32]=1 |f:0.1,2.3|. Procedure: In a 10 mL round bottomed flask was added a magnetic stirrer bar, 500 mg (1.2 mmol) of triphenylphosphonium methyl bromide and 137 mg (1.22 mmol) of potassium t-butoxide. The flask is stoppered with a rubber septum, flushed with nitrogen and 5 mL of dry THF was added to the mixture. After stirring at room temperature for 1 h, the solution was cooled to -60° C. and a solution of 170 mg (1.0 mmol) of 5-formyl4,6-dimethyl-2-aminopyridine in 2 mL of THF was added. After stirring for 30 minutes, the ... Procedure details: Screening for transformants carrying pheA and pheB. Transformants were spread on LB plates containing 1 mM phenol, 50 μg of ampicillin per ml, and 12.5 μg of tetracycline per ml and incubated overnight at 37° C. Colonies that became yellow (as a result of 2-hydroxymuconic semialdehyde) following spraying of a 0.1% of catechol solution were patched on LB plates containing 1 mM phenol. Colonies in which the yellow compound formed during growth without catechol addition were retained as putative ca... Reaction SMILES: C1C=CC(CCN)=CC=1.C1([OH:16])C=CC=CC=1.CC1(C)S[C@@H]2[C@H](NC([C@H](N)C3C=CC=CC=3)=O)C(=O)N2[C@H]1C(O)=O.C[C@:42]1([OH:72])[C@@H:56]2[C:51](=[C:52](O)[C@:53]3([OH:69])[C:60](=[O:61])C(C(N)=O)=C(O)[C@@H](N(C)C)[C@@H]3C2)C(=O)C2C(O)=CC=CC1=2>>[CH:51](/[CH:56]=[CH:42]/[OH:72])=[CH:52]\[C:53]([C:60]([OH:16])=[O:61])=[O:69]. Product: C(=C/C(=O)C(=O)O)\C=C\O (2-hydroxymuconic semialdehyde). The reactants are C1(=CC=CC=C1)O (phenol), CC1([C@@H](N2[C@H](S1)[C@@H](C2=O)NC(=O)[C@@H](C=3C=CC=CC3)N)C(=O)O)C (ampicillin), C[C@]1(C=2C=CC=C(C2C(=O)C3=C([C@]4([C@@H](C[C@@H]31)[C@@H](C(=C(C4=O)C(=O)N)O)N(C)C)O)O)O)O (tetracycline), C1=CC=C(C=C1)CCN (pheA). The reactants are BrC=1C=C2CN(CC2=CC1)C(=O)OC(C)(C)C (tert-butyl 5-bromoisoindoline-2-carboxylate), CCN(C(C)C)C(C)C (DIPEA), C(C1=CC=CC=C1)S (benzyl mercaptan). Conditions: temperature 90 celsius. The yield is 92.1%. Product: C(C1=CC=CC=C1)SC=1C=C2CN(CC2=CC1)C(=O)OC(C)(C)C (tert-butyl 5-(benzylthio)isoindoline-2-carboxylate). Reaction SMILES: Br[C:2]1[CH:3]=[C:4]2[C:8](=[CH:9][CH:10]=1)[CH2:7][N:6]([C:11]([O:13][C:14]([CH3:17])([CH3:16])[CH3:15])=[O:12])[CH2:5]2.CCN(C(C)C)C(C)C.[CH2:27]([SH:34])[C:28]1[CH:33]=[CH:32][CH:31]=[CH:30][CH:29]=1>O1CCOCC1.C1C=CC(/C=C/C(/C=C/C2C=CC=CC=2)=O)=CC=1.C1C=CC(/C=C/C(/C=C/C2C=CC=CC=2)=O)=CC=1.C1C=CC(/C=C/C(/C=C/C2C=CC=CC=2)=O)=CC=1.[Pd].[Pd].CC1(C)C2C(=C(P(C3C=CC=CC=3)C3C=CC=CC=3)C=CC=2)OC2C(P(C3C=CC=CC=3)C3C=CC=CC=3)=CC=CC1=2>[CH2:27]([S:34][C:2]1[CH:3]=[C:4]2[C:8](=[CH:9][CH:10]=1)[CH2:7][N:6]([C:11]([O:13][C:14]([CH3:17])([CH3:16])[CH3:15])=[O:12])[CH2:5]2)[C:28]1[CH:33]=[CH:32][CH:31]=[CH:30][CH:29]=1 |f:4.5.6.7.8|. The solvent is O1CCOCC1 (1,4-dioxane). Reported procedure: To a solution of tert-butyl 5-bromoisoindoline-2-carboxylate (2 g, 6.71 mmol) in 1,4-dioxane (17.1 mL) in a round bottom flask was added Pd2(dba)3 (0.154 g, 0.168 mmol), xantphos (0.194 g, 0.335 mmol), DIPEA (2.343 mL, 13.41 mmol) and benzyl mercaptan (0.873 mL, 7.38 mmol) and the resulting mixture was stirred and heated at 90° C. under nitrogen for overnight. The reaction mixture was filtered through celite, rinsed with ethyl acetate and the filtrate concentrated in vacuo. The residue was purif... The reagents and catalysts are C=1C=CC(=CC1)/C=C/C(=O)/C=C/C2=CC=CC=C2.C=1C=CC(=CC1)/C=C/C(=O)/C=C/C2=CC=CC=C2.C=1C=CC(=CC1)/C=C/C(=O)/C=C/C2=CC=CC=C2.[Pd].[Pd] (Pd2(dba)3), CC1(C2=C(C(=CC=C2)P(C3=CC=CC=C3)C4=CC=CC=C4)OC5=C(C=CC=C51)P(C6=CC=CC=C6)C7=CC=CC=C7)C (xantphos). Reactants: NC1=NN(C(=N1)SC)C (3-amino-1-methyl-5-methylthio-1H-1,2,4-triazole), C(C)(C)OC(=O)C1=C(C=CC=C1)S(=O)(=O)N=C=O (2-(isopropoxycarbonyl)benzenesulfonylisocyanate), ClCCCC (1-chlorobutane). Solvent: C(Cl)Cl (methylene chloride). The product is CN1N=C(N=C1SC)NC(=O)NS(=O)(=O)C1=C(C(=O)OC(C)C)C=CC=C1 (2-[[(1-Methyl-5-methylthio-1H-1,2,4-triazol-3-yl)aminocarbonyl]aminosulfonyl]benzoic acid, 2-propyl ester). Reaction SMILES: [NH2:1][C:2]1[N:6]=[C:5]([S:7][CH3:8])[N:4]([CH3:9])[N:3]=1.[CH:10]([O:13][C:14]([C:16]1[CH:21]=[CH:20][CH:19]=[CH:18][C:17]=1[S:22]([N:25]=[C:26]=[O:27])(=[O:24])=[O:23])=[O:15])([CH3:12])[CH3:11].ClCCCC>C(Cl)Cl>[CH3:9][N:4]1[C:5]([S:7][CH3:8])=[N:6][C:2]([NH:1][C:26]([NH:25][S:22]([C:17]2[CH:18]=[CH:19][CH:20]=[CH:21][C:16]=2[C:14]([O:13][CH:10]([CH3:12])[CH3:11])=[O:15])(=[O:24])=[O:23])=[O:27])=[N:3]1. Reported procedure: A mixture of 0.7 grams (0.00486 mole) of 3-amino-1-methyl-5-methylthio-1H-1,2,4-triazole and 4.0 grams of 2-(isopropoxycarbonyl)benzenesulfonylisocyanate was stirred in 12 ml of dry methylene chloride at ambient temperature overnight. After addition of 4 ml of 1-chlorobutane, a white solid precipitated which was filtered, washed with 1-chlorobutane and dried, yield 1.3 grams, m.p. 192°-194°. Starting materials: C#Cc1cccc(OCc2ccccc2)c1, CN([SiH](C)C)[Si](C)(C)C, CON(C)C(=O)c1ccccc1, [Li], C1CCOC1. Yields the product O=C(C#Cc1cccc(OCc2ccccc2)c1)c1ccccc1. RXN SMILES: [CH2:11]([c:12]1[cH:13][cH:14][cH:15][cH:16][cH:17]1)[O:18][c:19]1[cH:20][c:21]([C:25]#[CH:26])[cH:22][cH:23][cH:24]1.[CH3:1][SiH:2]([CH3:3])[N:4]([CH3:5])[Si:6]([CH3:7])([CH3:8])[CH3:9].[CH3:27][O:28][N:29]([CH3:30])[C:31](=[O:32])[c:33]1[cH:34][cH:35][cH:36][cH:37][cH:38]1.[Li:10].[O:39]1[CH2:40][CH2:41][CH2:42][CH2:43]1>>[CH2:11]([c:12]1[cH:13][cH:14][cH:15][cH:16][cH:17]1)[O:18][c:19]1[cH:20][c:21]([C:25]#[C:26][C:31](=[O:32])[c:33]2[cH:34][cH:35][cH:36][cH:37][cH:38]2)[cH:22][cH:23][cH:24]1.